Dataset: the Open Reaction Database (ORD), a public repository of structured organic reaction records. Task: describe an organic reaction: reactants, conditions, products, and yield Starting materials: C(C1=CC=CC=C1)OC=1C=C(C=CC1OC)[C@H]1NC(O[C@H]1C1=CC(=C(C=C1)OC)OCC1=CC=CC=C1)=O (rel-(4R,5S)-4,5-bis(3'-benzyloxy-4'-methoxyphenyl)oxazolidin-2-one), C1CO1 (ethylene oxide), [Cl-].C[NH3+] (methylammonium chloride). Run in O1CCCC1 (tetrahydrofuran). The product is C(C1=CC=CC=C1)OC=1C=C(C=CC1OC)[C@H]1N(C(O[C@H]1C1=CC(=C(C=C1)OC)OCC1=CC=CC=C1)=O)CCO (rel-(4R,5S)-4,5-bis(3'-Benzyloxy-4'-methoxyphenyl)-3-(2'-hydroxyethyl)oxazolidine-2-one). RXN SMILES: [CH2:1]([O:8][C:9]1[CH:10]=[C:11]([C@@H:17]2[C@H:21]([C:22]3[CH:27]=[CH:26][C:25]([O:28][CH3:29])=[C:24]([O:30][CH2:31][C:32]4[CH:37]=[CH:36][CH:35]=[CH:34][CH:33]=4)[CH:23]=3)[O:20][C:19](=[O:38])[NH:18]2)[CH:12]=[CH:13][C:14]=1[O:15][CH3:16])[C:2]1[CH:7]=[CH:6][CH:5]=[CH:4][CH:3]=1.[CH2:39]1[O:41][CH2:40]1.[Cl-].C[NH3+]>O1CCCC1>[CH2:1]([O:8][C:9]1[CH:10]=[C:11]([C@@H:17]2[C@H:21]([C:22]3[CH:27]=[CH:26][C:25]([O:28][CH3:29])=[C:24]([O:30][CH2:31][C:32]4[CH:37]=[CH:36][CH:35]=[CH:34][CH:33]=4)[CH:23]=3)[O:20][C:19](=[O:38])[N:18]2[CH2:39][CH2:40][OH:41])[CH:12]=[CH:13][C:14]=1[O:15][CH3:16])[C:2]1[CH:7]=[CH:6][CH:5]=[CH:4][CH:3]=1 |f:2.3|. Procedure: Mixture: 100 mg of rel-(4R,5S)-4,5-bis(3'-benzyloxy-4'-methoxyphenyl)oxazolidin-2-one, 5 ml of ethylene oxide, 15 ml of tetrahydrofuran, 5 mg of methylammonium chloride. Product: C(C1=CC=CC=C1)OC=1C=C(C=CC1)C=1N=C(N2C1C(=NC=C2)Cl)C2CC(C2)(O)C (3-[1-(3-Benzyloxy-phenyl)-8-chloro-imidazo[1,5-a]pyrazin-3-yl]-1-methyl-cyclobutanol). Run at temperature -78 celsius. Reported procedure: 3-[1-(3-Benzyloxy-phenyl)-8-chloro-imidazo[1,5-a]pyrazin-3-yl]-cyclobutanone (100 mg, 248 mols) was dissolved in dry THF (1.0 mL) under inert atmosphere and cooled to −78° C. A solution of MeMgBr (40 μL, 322 mols) in toluene: THF (75:25) was added slowly to the cooled solution. After 24 h of reaction at rt the reaction was cooled to 0° C. and quenched with NH4Cl sat. aq. solution and the aqueous layer was washed with EtOAc (2×). The organic layers where combined, dried over sodium sulfate, filte... RXN SMILES: [CH2:1]([O:8][C:9]1[CH:10]=[C:11]([C:15]2[N:16]=[C:17]([CH:25]3[CH2:28][C:27](=[O:29])[CH2:26]3)[N:18]3[CH:23]=[CH:22][N:21]=[C:20]([Cl:24])[C:19]=23)[CH:12]=[CH:13][CH:14]=1)[C:2]1[CH:7]=[CH:6][CH:5]=[CH:4][CH:3]=1.[CH3:30][Mg+].[Br-]>C1COCC1.C1(C)C=CC=CC=1.C1COCC1>[CH2:1]([O:8][C:9]1[CH:10]=[C:11]([C:15]2[N:16]=[C:17]([CH:25]3[CH2:28][C:27]([CH3:30])([OH:29])[CH2:26]3)[N:18]3[CH:23]=[CH:22][N:21]=[C:20]([Cl:24])[C:19]=23)[CH:12]=[CH:13][CH:14]=1)[C:2]1[CH:7]=[CH:6][CH:5]=[CH:4][CH:3]=1 |f:1.2,4.5|. Solvent: C1CCOC1 (THF), C1(=CC=CC=C1)C.C1CCOC1 (toluene THF). Reactants: C(C1=CC=CC=C1)OC=1C=C(C=CC1)C=1N=C(N2C1C(=NC=C2)Cl)C2CC(C2)=O (3-[1-(3-Benzyloxy-phenyl)-8-chloro-imidazo[1,5-a]pyrazin-3-yl]-cyclobutanone), C[Mg+].[Br-] (MeMgBr).